This data is from the Open Reaction Database (ORD), a public repository of structured organic reaction records. The task is: describe an organic reaction: reactants, conditions, products, and yield The reactants are [BH4-], CCO, Cl, CC(C)C(N)C(=O)O, [Na+], [Na+], [OH-], O, O=Cc1ccc(-c2ccccc2-c2nnn[nH]2)cc1. Product: CC(C)C(NCc1ccc(-c2ccccc2-c2nnn[nH]2)cc1)C(=O)O. RXN SMILES: [BH4-:30].[CH3:34][CH2:35][OH:36].[ClH:32].[NH2:3][CH:4]([CH:5]([CH3:6])[CH3:7])[C:8](=[O:9])[OH:10].[Na+:2].[Na+:31].[OH-:1].[OH2:33].[nH:11]1[n:12][n:13][n:14][c:15]1-[c:16]1[c:17](-[c:22]2[cH:23][cH:24][c:25]([CH:28]=[O:29])[cH:26][cH:27]2)[cH:18][cH:19][cH:20][cH:21]1>>[NH:3]([CH:4]([CH:5]([CH3:6])[CH3:7])[C:8](=[O:9])[OH:10])[CH2:28][c:25]1[cH:24][cH:23][c:22](-[c:17]2[c:16](-[c:15]3[nH:11][n:12][n:13][n:14]3)[cH:21][cH:20][cH:19][cH:18]2)[cH:27][cH:26]1. Reaction conditions: temperature 80 celsius, time 15 hour. The reagents and catalysts are PPh2Cy. Starting materials: Cc1ccc(OC(F)(F)F)cc1 (substrate), Br[Mg]c1ccccc1 (effective_coupling_partner). The product is Cc2ccc(c1ccccc1)cc2. Reactants: CC(C)(C)OC(=O)NC1CN(C(=O)OCc2ccccc2)CC1O, C=CCBr, C1CCOC1, [H-], [Na+]. Product: C=CCOC1CN(C(=O)OCc2ccccc2)CC1NC(=O)OC(C)(C)C. As a reaction SMILES: [C:1]([CH3:2])([CH3:3])([CH3:4])[O:5][C:6](=[O:7])[NH:8][CH:9]1[CH2:10][N:11]([C:15](=[O:16])[O:17][CH2:18][c:19]2[cH:20][cH:21][cH:22][cH:23][cH:24]2)[CH2:12][CH:13]1[OH:14].[CH2:27]([CH:28]=[CH2:29])[Br:30].[CH2:31]1[O:32][CH2:33][CH2:34][CH2:35]1.[H-:26].[Na+:25]>>[C:1]([CH3:2])([CH3:3])([CH3:4])[O:5][C:6](=[O:7])[NH:8][CH:9]1[CH2:10][N:11]([C:15](=[O:16])[O:17][CH2:18][c:19]2[cH:20][cH:21][cH:22][cH:23][cH:24]2)[CH2:12][CH:13]1[O:14][CH2:29][CH:28]=[CH2:27]. Product: BrC1=NC=CC(=N1)[C@H]([C@H](O)C1=C(C=CC(=C1)F)F)NC(OC(C)(C)C)=O (Tert-butyl(1R,2R)-1-(2-bromopyrimidin-4-yl)-2-(2,5-difluorophenyl)-2-hydroxyethylcarbamate). Procedure details: Prepared according to the same procedure as tert-butyl (1R,2R)-1-(5-bromopyridin-3-yl)-2-(2,5-difluorophenyl)-2-hydroxyethylcarbamate, starting with (E)-2-bromo-4-(2,5-difluorostyryl)pyrimidine. 1H NMR (500 MHz, DMSO-d6) δ 8.70 (d, J=5.2 Hz, 1H), 7.65 (d, J=5.2 Hz, 1H), 7.45 (d, J=9.8 Hz, 1H), 7.29 (ddd, J=9.0, 5.3, 3.4 Hz, 1H), 7.22-7.10 (m, 2H), 5.82 (d, J=5.2 Hz, 1H), 5.46-5.30 (m, 1H), 4.85 (dd, J=9.8, 3.1 Hz, 1H), 1.29-1.03 (m, 9H), Mass spec.: 432.1 (MH)+. RXN SMILES: Br[C:2]1[CH:3]=[C:4]([C@@H:8]([NH:19][C:20](=[O:26])[O:21][C:22]([CH3:25])([CH3:24])[CH3:23])[C@@H:9]([C:11]2[CH:16]=[C:15]([F:17])[CH:14]=[CH:13][C:12]=2[F:18])[OH:10])C=NC=1.[Br:27][C:28]1[N:33]=C(/C=C/C2C=C(F)C=CC=2F)C=C[N:29]=1>>[Br:27][C:28]1[N:33]=[C:4]([C@@H:8]([NH:19][C:20](=[O:26])[O:21][C:22]([CH3:23])([CH3:24])[CH3:25])[C@@H:9]([C:11]2[CH:16]=[C:15]([F:17])[CH:14]=[CH:13][C:12]=2[F:18])[OH:10])[CH:3]=[CH:2][N:29]=1. The reactants are BrC=1C=C(C=NC1)[C@H]([C@H](O)C1=C(C=CC(=C1)F)F)NC(OC(C)(C)C)=O (tert-butyl (1R,2R)-1-(5-bromopyridin-3-yl)-2-(2,5-difluorophenyl)-2-hydroxyethylcarbamate), BrC1=NC=CC(=N1)\C=C\C1=C(C=CC(=C1)F)F ((E)-2-bromo-4-(2,5-difluorostyryl)pyrimidine). The reactants are C[C@@H]1CC[C@H](CC1)NC(=O)C=1C=NC2=CC(=CC=C2C1Cl)C(F)(F)F (N-(trans-4-methylcyclohexyl)-4-chloro-7-trifluoromethylquinoline-3-carboxamide). Reagents/catalysts: [Pd] (Pd on carbon). Solvent: O1CCCC1.ClCCl (tetrahydrofuran dichloromethane). Run at time 10 minute. Product: C[C@@H]1CC[C@H](CC1)NC(=O)C=1C=NC2=CC(=CC=C2C1)C(F)(F)F (N-(trans-4-methylcyclohexyl)-7-trifluoromethylquinoline-3-carboxamide). Isolated yield 17.5%. Reaction SMILES: [CH3:1][C@H:2]1[CH2:7][CH2:6][C@H:5]([NH:8][C:9]([C:11]2[CH:12]=[N:13][C:14]3[C:19]([C:20]=2Cl)=[CH:18][CH:17]=[C:16]([C:22]([F:25])([F:24])[F:23])[CH:15]=3)=[O:10])[CH2:4][CH2:3]1>[Pd].O1CCCC1.ClCCl>[CH3:1][C@H:2]1[CH2:3][CH2:4][C@H:5]([NH:8][C:9]([C:11]2[CH:12]=[N:13][C:14]3[C:19]([CH:20]=2)=[CH:18][CH:17]=[C:16]([C:22]([F:25])([F:23])[F:24])[CH:15]=3)=[O:10])[CH2:6][CH2:7]1 |f:2.3|. Reported procedure: The amide (253 mg, 0.68 mmol) in 3:1 tetrahydrofuran-dichloromethane (75 mL) containing 10% Pd on carbon (150 mg) was hydrogenated at 40 p.s.i. H2 for 10 min (ambient temperature). Filtration of the reaction mixture and chromatography through a Biotage silica cartridge (8×4 cm i.d.) using a gradient of hexane to 20% ethyl acetate (in hexane) afforded 40 mg (12%) of 431: The reactants are N1(CCOCC1)C=1N=C(NC(C1)=O)CC(=O)[O-].[Na+] (sodium [4-(morpholin-4-yl)-6-oxo-1,6-dihydropyrimidin-2-yl]acetate), Cl.C1(CC1)NC=1C(=CC(=CC1)F)N (N1-cyclopropyl-4-fluorobenzene-1,2-diamine hydrochloride), Cl.CN(CCCN=C=NCC)C (N-[3-(dimethylamino)propyl]-N′-ethylcarbodiimide hydrochloride). The solvent is N1=CC=CC=C1 (pyridine), CN(C=O)C (dimethylformamide), C(C)(=O)O (acetic acid). Product: C1(CC1)N1C(=NC2=C1C=CC(=C2)F)CC2=NC(=CC(N2)=O)N2CCOCC2 (2-[(1-cyclopropyl-5-fluoro-1H-benzimidazol-2-yl)methyl]-6-(morpholin-4-yl)pyrimidin-4(3H)-one). Isolated yield 3.5%. RXN SMILES: [N:1]1([C:7]2[N:8]=[C:9]([CH2:14][C:15]([O-])=O)[NH:10][C:11](=[O:13])[CH:12]=2)[CH2:6][CH2:5][O:4][CH2:3][CH2:2]1.[Na+].Cl.[CH:20]1([NH:23][C:24]2[C:25]([NH2:31])=[CH:26][C:27]([F:30])=[CH:28][CH:29]=2)[CH2:22][CH2:21]1.Cl.CN(C)CCCN=C=NCC>N1C=CC=CC=1.CN(C)C=O.C(O)(=O)C>[CH:20]1([N:23]2[C:24]3[CH:29]=[CH:28][C:27]([F:30])=[CH:26][C:25]=3[N:31]=[C:15]2[CH2:14][C:9]2[NH:10][C:11](=[O:13])[CH:12]=[C:7]([N:1]3[CH2:2][CH2:3][O:4][CH2:5][CH2:6]3)[N:8]=2)[CH2:22][CH2:21]1 |f:0.1,2.3,4.5|. Procedure details: The product is prepared according to the procedure described in Example 3, using 300 mg of sodium [4-(morpholin-4-yl)-6-oxo-1,6-dihydropyrimidin-2-yl]acetate, 645 mg of N1-cyclopropyl-4-fluorobenzene-1,2-diamine hydrochloride and 330 mg of N-[3-(dimethylamino)propyl]-N′-ethylcarbodiimide hydrochloride in a mixture of 3 ml of pyridine and 3 ml of dimethylformamide and then in 5 ml of acetic acid. After refluxing for two hours and purification by silica column chromatography, eluent: CH2Cl2/MeOH: ...